From a dataset of the Open Reaction Database (ORD), a public repository of structured organic reaction records. describe an organic reaction: reactants, conditions, products, and yield Reactants: Cc1ccncc1N1CCN(c2ccc3c(c2)ncn3COCC[Si](C)(C)C)C1=O, Cl, C1COCCO1. Yields the product Cc1ccncc1N1CCN(c2ccc3[nH]cnc3c2)C1=O. Reaction SMILES: [CH3:1][c:2]1[c:3]([N:8]2[C:9](=[O:30])[N:10]([c:13]3[cH:14][c:15]4[c:16]([n:17]([CH2:20][O:21][CH2:22][CH2:23][Si:24]([CH3:25])([CH3:26])[CH3:27])[cH:18][n:19]4)[cH:28][cH:29]3)[CH2:11][CH2:12]2)[cH:4][n:5][cH:6][cH:7]1.[ClH:31].[O:32]1[CH2:33][CH2:34][O:35][CH2:36][CH2:37]1>>[CH3:1][c:2]1[c:3]([N:8]2[C:9](=[O:30])[N:10]([c:13]3[cH:14][c:15]4[c:16]([nH:17][cH:18][n:19]4)[cH:28][cH:29]3)[CH2:11][CH2:12]2)[cH:4][n:5][cH:6][cH:7]1. Procedure: The solution of 3-fluoro-N-(4-methoxyphenyl)pyridin-2-amine (0.50 g, 0.002 mol) in DCM (20 mL) was cooled to −40° C. and to it was added boron tribromide (1.14 g, 0.0045 mol) dropwise under nitrogen over 30 mins. The reaction mixture was stirred at −40° C. for 1 h then at RT for another 2 h. The reaction mixture was cooled at 0° C. and saturated sodium bicarbonate was added. After stirring for 30 mins, the reaction was extracted with ethyl acetate (20×3 mL). Combined organic extracts were dried ... Solvent: C(Cl)Cl (DCM). Conditions: temperature -40 celsius, time 1 hour. As a reaction SMILES: [F:1][C:2]1[C:3]([NH:8][C:9]2[CH:14]=[CH:13][C:12]([O:15]C)=[CH:11][CH:10]=2)=[N:4][CH:5]=[CH:6][CH:7]=1.B(Br)(Br)Br.C(=O)(O)[O-].[Na+]>C(Cl)Cl>[F:1][C:2]1[C:3]([NH:8][C:9]2[CH:14]=[CH:13][C:12]([OH:15])=[CH:11][CH:10]=2)=[N:4][CH:5]=[CH:6][CH:7]=1 |f:2.3|. The reactants are B(Br)(Br)Br (boron tribromide), FC=1C(=NC=CC1)NC1=CC=C(C=C1)OC (3-fluoro-N-(4-methoxyphenyl)pyridin-2-amine), C([O-])(O)=O.[Na+] (sodium bicarbonate). Yields the product FC=1C(=NC=CC1)NC1=CC=C(C=C1)O (4-(3-FLUOROPYRIDIN-2-YLAMINO)PHENOL).